This data is from the Open Reaction Database (ORD), a public repository of structured organic reaction records. The task is: describe an organic reaction: reactants, conditions, products, and yield Starting materials: CN1C(=CC=N1)N, C1=CN=C(C=C1Cl)Cl. Reagents/catalysts: C(=O)([O-])[O-].[Cs+].[Cs+], CC1(C2=C(C(=CC=C2)P(C3=CC=CC=C3)C4=CC=CC=C4)OC5=C1C=CC=C5P(C6=CC=CC=C6)C7=CC=CC=C7)C, C1=CC=C(C=C1)/C=C/C(=O)/C=C/C2=CC=CC=C2.C1=CC=C(C=C1)/C=C/C(=O)/C=C/C2=CC=CC=C2.C1=CC=C(C=C1)/C=C/C(=O)/C=C/C2=CC=CC=C2.[Pd].[Pd]. The solvent is C1COCCO1. Run at temperature 105 celsius. The product is CN1C(=CC=N1)NC2=NC=CC(=C2)Cl. The yield is 23.4%. Reported procedure: TRIS(DIBENZYLIDENEACETONE)DIPALLADIUM(0) (124 mg, 0.14 mmol) was added in one portion to 2,4-dichloropyridine (200 mg, 1.35 mmol), 1-methyl-1H-pyrazol-5-amine (158 mg, 1.62 mmol), (9,9-dimethyl-9H-xanthene-4,5-diyl)bis(diphenylphosphine) (156 mg, 0.27 mmol), and cesium carbonate (881 mg, 2.70 mmol) in 1,4-dioxane (20 mL) under nitrogen. The resulting mixture was stirred at 105°C for 2 hours.  The reaction mixture was evaporated to dryness and redissolved in DCM (50 mL), and washed with water (50...